Dataset: the Open Reaction Database (ORD), a public repository of structured organic reaction records. Task: describe an organic reaction: reactants, conditions, products, and yield The reactants are CCOC(=O)c1csc(N)n1, [NH4+], [OH-]. Yields the product NC(=O)c1csc(N)n1. Reaction SMILES: [CH2:1]([O:3][C:4](=[O:2])[c:6]1[n:7][c:8]([NH2:11])[s:9][cH:10]1)[CH3:5].[NH4+:12].[OH-:13]>>[O:3]=[C:4]([c:6]1[n:7][c:8]([NH2:11])[s:9][cH:10]1)[NH2:12]. Reactants: CC1CC(C(CN2CC(=O)N(c3c(F)cccc3F)CC2(C)C)NC(=O)OC(C)(C)C)OC1=O, CC(C)(C)CN, O, Oc1ccccn1. Product: CC(CC(O)C(CN1CC(=O)N(c2c(F)cccc2F)CC1(C)C)NC(=O)OC(C)(C)C)C(=O)NCC(C)(C)C. As a reaction SMILES: [C:8]([CH3:9])([CH3:10])([CH3:11])[O:12][C:13]([NH:14][CH:15]([CH2:16][N:17]1[C:18]([CH3:32])([CH3:33])[CH2:19][N:20]([c:24]2[c:25]([F:31])[cH:26][cH:27][cH:28][c:29]2[F:30])[C:21](=[O:23])[CH2:22]1)[CH:34]1[O:35][C:36](=[O:40])[CH:37]([CH3:39])[CH2:38]1)=[O:41].[CH3:43][C:44]([CH2:45][NH2:46])([CH3:47])[CH3:48].[OH2:42].[OH:1][c:2]1[cH:3][cH:4][cH:5][cH:6][n:7]1>>[C:8]([CH3:9])([CH3:10])([CH3:11])[O:12][C:13]([NH:14][CH:15]([CH2:16][N:17]1[C:18]([CH3:32])([CH3:33])[CH2:19][N:20]([c:24]2[c:25]([F:31])[cH:26][cH:27][cH:28][c:29]2[F:30])[C:21](=[O:23])[CH2:22]1)[CH:34]([OH:35])[CH2:38][CH:37]([C:36](=[O:40])[NH:46][CH2:45][C:44]([CH3:43])([CH3:47])[CH3:48])[CH3:39])=[O:41]. The reagents and catalysts are [Pd] (palladium). Conditions: time 18 hour. The product is FC(C1=CC=C(C=C1)C(C1CCNCC1)(O)C1=CC=C(C=C1)C(F)(F)F)(F)F (4-[bis(4-trifluoromethylphenyl)hydroxymethyl]piperidine). Procedure details: A mixture of 10.0 grams (0.019 mole) of N-phenylmethyl-4-[bis(4-trifluoromethylphenyl)hydroxymethyl]piperidine hydrochloride (prepared as in Steps A and B of Example 3) and 3.0 grams of 5% palladium (catalyst) on charcoal in about 200 mL of 1:1 methanol:ethanol was shaken in a Parr hydrogenator for five to six hours at about 85° C., until the theoretical amount of hydrogen gas was taken up. The mixture was cooled to ambient temperature where it stood for about 18 hours. The mixture was filtered ... Reactants: C(C)O (ethanol), [H][H] (hydrogen), Cl.C1(=CC=CC=C1)CN1CCC(CC1)C(O)(C1=CC=C(C=C1)C(F)(F)F)C1=CC=C(C=C1)C(F)(F)F (N-phenylmethyl-4-[bis(4-trifluoromethylphenyl)hydroxymethyl]piperidine hydrochloride). Solvent: CO (methanol). RXN SMILES: Cl.C1(C[N:9]2[CH2:14][CH2:13][CH:12]([C:15]([C:27]3[CH:32]=[CH:31][C:30]([C:33]([F:36])([F:35])[F:34])=[CH:29][CH:28]=3)([C:17]3[CH:22]=[CH:21][C:20]([C:23]([F:26])([F:25])[F:24])=[CH:19][CH:18]=3)[OH:16])[CH2:11][CH2:10]2)C=CC=CC=1.C(O)C.[H][H]>CO.[Pd]>[F:36][C:33]([F:34])([F:35])[C:30]1[CH:29]=[CH:28][C:27]([C:15]([C:17]2[CH:22]=[CH:21][C:20]([C:23]([F:26])([F:24])[F:25])=[CH:19][CH:18]=2)([OH:16])[CH:12]2[CH2:11][CH2:10][NH:9][CH2:14][CH2:13]2)=[CH:32][CH:31]=1 |f:0.1|. Isolated yield 91.3%. Reactants: BrCCCCCCCCCC (1-Bromodecane), N1C(CCC1)=O (2-pyrrolidone), CC(C)(C)[O-].[K+] (potassium tert-butylate). The solvent is CS(=O)C (DMSO). Product: C(CCCCCCCCC)N1C(CCC1)=O (1-Decyl-azacyclopentan-2-one). As a reaction SMILES: Br[CH2:2][CH2:3][CH2:4][CH2:5][CH2:6][CH2:7][CH2:8][CH2:9][CH2:10][CH3:11].[NH:12]1[CH2:16][CH2:15][CH2:14][C:13]1=[O:17].CC([O-])(C)C.[K+]>CS(C)=O>[CH2:2]([N:12]1[CH2:16][CH2:15][CH2:14][C:13]1=[O:17])[CH2:3][CH2:4][CH2:5][CH2:6][CH2:7][CH2:8][CH2:9][CH2:10][CH3:11] |f:2.3|. Reported procedure: 22.1 g 1-Bromodecane (0.1 mol), 8.5 g (0.1 mol) of 2-pyrrolidone and 11.2 g (0.1 mol) of potassium tert-butylate were stirred in 100 ml of absolute DMSO for one hour. The DMSO was removed under reduced pressure, the residue taken up with diethyl ether, and washed with water (2 times). After drying with anhydrous MgSo4 and evaporating, the residue was distilled in vacuo. A first fraction, boiling between 140° and 147° C./1.2 mm Hg was discarded. The second fraction 17.4 g of pure product, b.p. 14... RXN SMILES: [CH:1]([C:3]1[CH:21]=[CH:20][C:6]2[O:7][C:8]([C:15]([O:17]CC)=[O:16])([C:10]([O:12]CC)=[O:11])[O:9][C:5]=2[CH:4]=1)=O.[NH2:22][CH2:23][CH:24]([C:26]1[CH:31]=[CH:30][CH:29]=[C:28]([Cl:32])[CH:27]=1)[OH:25].C(O)(=O)C.C(O[BH-](OC(=O)C)OC(=O)C)(=O)C.[Na+:50]>ClCCCl>[Cl:32][C:28]1[CH:27]=[C:26]([CH:24]([OH:25])[CH2:23][NH:22][CH2:1][C:3]2[CH:21]=[CH:20][C:6]3[O:7][C:8]([C:15]([O-:17])=[O:16])([C:10]([O-:12])=[O:11])[O:9][C:5]=3[CH:4]=2)[CH:31]=[CH:30][CH:29]=1.[Na+:50].[Na+:50] |f:3.4,6.7.8|. Starting materials: C(=O)C1=CC2=C(OC(O2)(C(=O)OCC)C(=O)OCC)C=C1 (diethyl 5-formyl-1,3-benzodioxole-2,2-dicarboxylate), NCC(O)C1=CC(=CC=C1)Cl (2-amino-1-(3-chlorophenyl)ethanol), C(C)(=O)O (acetic acid), C(C)(=O)O[BH-](OC(C)=O)OC(C)=O.[Na+] (sodium triacetoxyborohydride). The product is ClC=1C=C(C=CC1)C(CNCC1=CC2=C(OC(O2)(C(=O)[O-])C(=O)[O-])C=C1)O.[Na+].[Na+] (Disodium 5-(2-(3-chlorophenyl)-2-hydroxyethyl)aminomethyl-1,3-benzodioxole-2,2-dicarboxylate). Procedure details: One equivalent of the above aldehyde, one equivalent of 2-amino-1-(3-chlorophenyl)ethanol, one equivalent of acetic acid, and 1.5 equivalents of sodium triacetoxyborohydride in 1,2-dichloroethane is stirred at room temperature for 1 hour. The solvent is evaporated in vacuo. The residue dissolved in 2.5N sodium hydroxide in ethyl alcohol, heated at reflux temperature for one hour, and evaporated in vacuo. The residue is passed through an ion exchange column to give the title compound. Solvent: ClCCCl (1,2-dichloroethane). Starting materials: CC1=NC(=CC=C1)C (2,6-dimethylpyridine), CS(=O)(=O)O (methanesulfonic acid), C1CS1 (ethylene sulfide). Run in CCOCC (ether), O (water). Conditions: temperature 25 celsius, time 15 minute. Product: CS(=O)(=O)[O-].SCC[N+]1=C(C=CC=C1C)C (1-(2-mercaptoethyl)-2,6-dimethylpyridinium methanesulfonate). The yield is 19.0%. RXN SMILES: [CH3:1][C:2]1[CH:7]=[CH:6][CH:5]=[C:4]([CH3:8])[N:3]=1.[CH3:9][S:10]([OH:13])(=[O:12])=[O:11].[CH2:14]1[S:16][CH2:15]1>CCOCC.O>[CH3:9][S:10]([O-:13])(=[O:12])=[O:11].[SH:16][CH2:15][CH2:14][N+:3]1[C:4]([CH3:8])=[CH:5][CH:6]=[CH:7][C:2]=1[CH3:1] |f:5.6|. Procedure details: A mixture of 2,6-dimethylpyridine (19.2 mL, 0.165 mol) and methanesulfonic acid (3.27 mL, 0.050 mol) was stirred for 15 min, treated with ethylene sulfide, (4.17 mL, 0.070 mol) and stirred at 100° C. for 42 h under a nitrogen atmosphere. After cooling to 25° C., the reaction mixture was diluted with ether (45 mL) and water (30 mL). The two layers were separated and the organic layer was extracted with water (2×5 mL). The aqueous layers were combined, filtered through a Celite pad, washed with et... The reactants are O1C(CCCC1)OC(CC(=O)OCC1=CC=CC=C1)CBr (benzyl 3-[2-tetrahydropyranyloxy]-4-bromobutanoate). Reagents/catalysts: [Pd] (palladium on charcoal). The solvent is O1CCCC1 (tetrahydrofuran). Reaction conditions: time 45 minute. Product: O1C(CCCC1)OC(CC(=O)O)CBr (3-[2-tetrahydropyranyloxy]4-bromobutanoic acid). As a reaction SMILES: [O:1]1[CH2:6][CH2:5][CH2:4][CH2:3][CH:2]1[O:7][CH:8]([CH2:20][Br:21])[CH2:9][C:10]([O:12]CC1C=CC=CC=1)=[O:11]>O1CCCC1.[Pd]>[O:1]1[CH2:6][CH2:5][CH2:4][CH2:3][CH:2]1[O:7][CH:8]([CH2:20][Br:21])[CH2:9][C:10]([OH:12])=[O:11]. Reported procedure: The product of Step 3 (73 mg, 0.20 mmole) was dissolved in tetrahydrofuran (3 mL) and 10% palladium on charcoal (65 mg) was added. The mixture was flushed thrice with nitrogen, thrice with hydrogen, and then stirred under hydrogen for 45 min. The mixture was filtered through Celite, the Celite was rinsed with ethyl acetate (10 mL), and the combined filtrates were evaporated to give 3-[2-tetrahydropyranyloxy]4-bromobutanoic acid as a colourless oil, 54 mg (98%). IR (neat): 1715 cm−1. Mass spectru... The reactants are C, CO, COC(=O)c1cc([N+](=O)[O-])c(O)cc1C(F)(F)F, [Pd]. Product: COC(=O)c1cc(N)c(O)cc1C(F)(F)F. As a reaction SMILES: [C:21].[CH3:19][OH:20].[OH:1][c:2]1[cH:3][c:4]([C:15]([F:16])([F:17])[F:18])[c:5]([C:6](=[O:7])[O:8][CH3:9])[cH:10][c:11]1[N+:12]([O-:13])=[O:14].[Pd:22]>>[OH:1][c:2]1[cH:3][c:4]([C:15]([F:16])([F:17])[F:18])[c:5]([C:6](=[O:7])[O:8][CH3:9])[cH:10][c:11]1[NH2:12]. The product is FC1=CC=C(C=C1)C=1C=C(C=NC1)C=1C=C2CCCN(C2=NC1)C(=O)N (6-[5-(4-fluoro-phenyl)-pyridin-3-yl]-3,4-dihydro-2H-[1,8]naphthyridine-1-carboxylic acid amide). Conditions: temperature 100 celsius. Reactants: PdCl2dppf, BrC=1C=C(C=NC1)C=1C=C2CCCN(C2=NC1)C(=O)N (6-(5-Bromo-pyridin-3-yl)-3,4-dihydro-2H-[1,8]naphthyridine-1-carboxylic acid amide), FC1=CC=C(C=C1)B(O)O (4-fluorophenylboronic acid), C(=O)([O-])[O-].[Na+].[Na+] (Na2CO3), C(Cl)Cl (DCM). RXN SMILES: Br[C:2]1[CH:3]=[C:4]([C:8]2[CH:9]=[C:10]3[C:15](=[N:16][CH:17]=2)[N:14]([C:18]([NH2:20])=[O:19])[CH2:13][CH2:12][CH2:11]3)[CH:5]=[N:6][CH:7]=1.[F:21][C:22]1[CH:27]=[CH:26][C:25](B(O)O)=[CH:24][CH:23]=1.C([O-])([O-])=O.[Na+].[Na+].C(Cl)Cl>O1CCOCC1.O>[F:21][C:22]1[CH:27]=[CH:26][C:25]([C:2]2[CH:3]=[C:4]([C:8]3[CH:9]=[C:10]4[C:15](=[N:16][CH:17]=3)[N:14]([C:18]([NH2:20])=[O:19])[CH2:13][CH2:12][CH2:11]4)[CH:5]=[N:6][CH:7]=2)=[CH:24][CH:23]=1 |f:2.3.4|. Yield: 67.0%. Reported procedure: 6-(5-Bromo-pyridin-3-yl)-3,4-dihydro-2H-[1,8]naphthyridine-1-carboxylic acid amide (50 mg, 0.15 mmol), 4-fluorophenylboronic acid (42 mg, 0.30 mmol) and 2.0 M Na2CO3 aqueous solution (0.15 mL, 0.30 mmol) are dissolved in 2.0 mL of 1,4-dioxane. The Argon gas is bubbled through the solution for 5 min. Then PdCl2dppf (7.7 mg, 0.011 mmol) is added. The mixture is heated at 100° C. for 2 hrs before it is cooled down to room temperature. Then 30 mL of DCM and 20 mL of water are added. The organic laye... Solvent: O1CCOCC1 (1,4-dioxane), O (water).